Dataset: the Open Reaction Database (ORD), a public repository of structured organic reaction records. Task: describe an organic reaction: reactants, conditions, products, and yield Starting materials: CCOCC, C=Cc1ccc2c(ccn2C)c1, C1COCCO1. Yields the product Cn1ccc2cc(C3CC3)ccc21. As a reaction SMILES: [CH3:19][CH2:20][O:21][CH2:22][CH3:23].[CH3:1][n:2]1[cH:3][cH:4][c:5]2[cH:6][c:7]([CH:11]=[CH2:12])[cH:8][cH:9][c:10]12.[O:13]1[CH2:14][CH2:18][O:17][CH2:16][CH2:15]1>>[CH3:1][n:2]1[cH:3][cH:4][c:5]2[cH:6][c:7]([CH:11]3[CH2:12][CH2:14]3)[cH:8][cH:9][c:10]12. Starting materials: CS(=O)(=O)OCCCC(F)(F)C(F)(F)F, CS(C)=O, N#C[Na], C1COCCOCCOCCOCCOCCO1, O. Product: N#CCCCCC(F)(F)C(F)(F)F. RXN SMILES: [CH3:1][S:2]([O:3][CH2:6][CH2:7][CH2:8][C:9]([C:10]([F:11])([F:12])[F:13])([F:14])[F:15])(=[O:4])=[O:5].[CH3:38][S:39](=[O:40])[CH3:41].[Na:16][C:17]#[N:18].[O:19]1[CH2:20][CH2:36][O:35][CH2:34][CH2:33][O:32][CH2:31][CH2:30][O:29][CH2:28][CH2:27][O:26][CH2:25][CH2:24][O:23][CH2:22][CH2:21]1.[OH2:37]>>[CH2:6]([CH2:7][CH2:8][C:9]([C:10]([F:11])([F:12])[F:13])([F:14])[F:15])[CH2:20][C:17]#[N:18]. Reactants: CCC1(O)CC(=O)OCc2c1cc1n(c2=O)Cc2cc3cc(O)ccc3nc2-1, C=O, CNC, CC(=O)O. Product: CCC1(O)CC(=O)OCc2c1cc1n(c2=O)Cc2cc3c(CN(C)C)c(O)ccc3nc2-1. RXN SMILES: [CH2:1]([CH3:2])[C:3]1([OH:28])[CH2:4][C:5](=[O:27])[O:6][CH2:7][c:8]2[c:9](=[O:26])[n:10]3[c:23]([cH:24][c:25]21)-[c:13]1[c:12]([cH:21][c:20]2[c:15]([n:14]1)[cH:16][cH:17][c:18]([OH:22])[cH:19]2)[CH2:11]3.[CH2:29]=[O:30].[CH3:31][NH:32][CH3:33].[CH3:34][C:35](=[O:36])[OH:37]>>[CH2:1]([CH3:2])[C:3]1([OH:28])[CH2:4][C:5](=[O:27])[O:6][CH2:7][c:8]2[c:9](=[O:26])[n:10]3[c:23]([cH:24][c:25]21)-[c:13]1[c:12]([cH:21][c:20]2[c:15]([n:14]1)[cH:16][cH:17][c:18]([OH:22])[c:19]2[CH2:29][N:32]([CH3:31])[CH3:33])[CH2:11]3. The reactants are C([O-])([O-])=O.[K+].[K+] (potassium carbonate), BrC[C@@H]1CC[C@H](CC1)C1CC[Si](CC1)(CCC)C1=CC=CC=C1 (4-(trans-4-bromomethylcyclohexyl)-1-phenyl-1-n-propyl-1-silacyclohexane), FC(OC1=CC=C(C=C1)O)(F)F (4-trifluoromethoxyphenol). The yield is 71.3%. Procedure: 8.3 g (60 mmols) of potassium carbonate was added to a mixture of 7.9 g (20 mmols) of 4-(trans-4-bromomethylcyclohexyl)-1-phenyl-1-n-propyl-1-silacyclohexane, 3.6 g (20 mmols) of 4-trifluoromethoxyphenol and 50 ml of dimethylformamide, followed by heating under reflux for 10 hours. The reaction mixture was after-treated by a usual manner and purified through chromatography to obtain 7.0 g (yield: 71%) of 4-(trans-4-(4-trifluoromethoxyphenyloxymethyl)cyclohexyl)-1-phenyl-1-n-propyl-1-silacyclohex... Product: FC(OC1=CC=C(C=C1)OC[C@@H]1CC[C@H](CC1)C1CC[Si](CC1)(CCC)C1=CC=CC=C1)(F)F (4-(trans-4-(4-trifluoromethoxyphenyloxymethyl)cyclohexyl)-1-phenyl-1-n-propyl-1-silacyclohexane). Solvent: CN(C=O)C (dimethylformamide). Reaction SMILES: C(=O)([O-])[O-].[K+].[K+].Br[CH2:8][C@H:9]1[CH2:14][CH2:13][C@H:12]([CH:15]2[CH2:20][CH2:19][Si:18]([C:24]3[CH:29]=[CH:28][CH:27]=[CH:26][CH:25]=3)([CH2:21][CH2:22][CH3:23])[CH2:17][CH2:16]2)[CH2:11][CH2:10]1.[F:30][C:31]([F:41])([F:40])[O:32][C:33]1[CH:38]=[CH:37][C:36]([OH:39])=[CH:35][CH:34]=1>CN(C)C=O>[F:30][C:31]([F:40])([F:41])[O:32][C:33]1[CH:34]=[CH:35][C:36]([O:39][CH2:8][C@H:9]2[CH2:14][CH2:13][C@H:12]([CH:15]3[CH2:20][CH2:19][Si:18]([C:24]4[CH:29]=[CH:28][CH:27]=[CH:26][CH:25]=4)([CH2:21][CH2:22][CH3:23])[CH2:17][CH2:16]3)[CH2:11][CH2:10]2)=[CH:37][CH:38]=1 |f:0.1.2|. The reactants are CCOP(=O)(CCNC(=O)OCc1ccccc1)OCC, [I-], [Na+], c1ccncc1. Product: CCOP(=O)(O)CCNC(=O)OCc1ccccc1. Reaction SMILES: [CH2:1]([CH3:2])[O:3][P:4]([O:5][CH2:6][CH3:7])(=[O:8])[CH2:9][CH2:10][NH:11][C:12](=[O:13])[O:14][CH2:15][c:16]1[cH:17][cH:18][cH:19][cH:20][cH:21]1.[I-:22].[Na+:23].[cH:24]1[cH:25][cH:26][n:27][cH:28][cH:29]1>>[CH2:1]([CH3:2])[O:3][P:4](=[O:5])([OH:8])[CH2:9][CH2:10][NH:11][C:12](=[O:13])[O:14][CH2:15][c:16]1[cH:17][cH:18][cH:19][cH:20][cH:21]1. Reactants: [BH3-]C#N, O=C([O-])O, CC(C)(C)OC(=O)N1CCC1C=O, CO, CC(=O)O, Nc1ccc(Cl)cc1, [Na+], [Na+]. The product is CC(C)(C)OC(=O)N1CCC1CNc1ccc(Cl)cc1. RXN SMILES: [C:22]([BH3-:23])#[N:24].[C:26](=[O:27])([OH:28])[O-:29].[C:9]([CH3:10])([CH3:11])([CH3:12])[O:13][C:14](=[O:15])[N:16]1[CH:17]([CH:20]=[O:21])[CH2:18][CH2:19]1.[CH3:31][OH:32].[CH3:33][C:34](=[O:35])[OH:36].[Cl:1][c:2]1[cH:3][cH:4][c:5]([NH2:6])[cH:7][cH:8]1.[Na+:25].[Na+:30]>>[Cl:1][c:2]1[cH:3][cH:4][c:5]([NH:6][CH2:20][CH:17]2[N:16]([C:14]([O:13][C:9]([CH3:10])([CH3:11])[CH3:12])=[O:15])[CH2:19][CH2:18]2)[cH:7][cH:8]1. The reactants are N1CCC(C(=O)O)CC1 (isonipecotic acid), CC(=O)OCC1=C2C=CC=CC2=C(C3=CC=CC=C31)COC(=O)C (acetic). Reaction conditions: time 8 hour. The product is C(C)(=O)N1CCC(C(=O)O)CC1 (N-acetyl isonipecotic acid). As a reaction SMILES: [NH:1]1[CH2:9][CH2:8][CH:4]([C:5]([OH:7])=[O:6])[CH2:3][CH2:2]1.[CH3:10][C:11](OCC1C2C(=CC=CC=2)C(COC(C)=O)=C2C=1C=CC=C2)=[O:12]>>[C:11]([N:1]1[CH2:9][CH2:8][CH:4]([C:5]([OH:7])=[O:6])[CH2:3][CH2:2]1)(=[O:12])[CH3:10]. Procedure details: The mixture of 100 g of isonipecotic acid and 40 ml of acetic anyhydride is refluxed for 2 hours and then allowed to stir at room temperature overnight. The reaction mixture is then evaporated under reduced pressure and the residue triturated with diethyl ether. The resulting solids are recrystallized from a mixture of isopropanol and diethyl ether to afford the N-acetyl isonipecotic acid, melting at 175°.